This data is from the Open Reaction Database (ORD), a public repository of structured organic reaction records. The task is: describe an organic reaction: reactants, conditions, products, and yield The reactants are COCCOC, COc1ccc(-c2cc(S(=O)(=O)C(F)(F)F)c(=O)n(C)c2-c2ccncc2)cc1, [Na+], [Na+], O=C([O-])[O-], OB(O)c1ccccc1. Yields the product COc1ccc(-c2cc(-c3ccccc3)c(=O)n(C)c2-c2ccncc2)cc1. As a reaction SMILES: [CH2:45]([CH2:46][O:47][CH3:48])[O:49][CH3:50].[F:1][C:2]([F:3])([F:4])[S:5]([c:6]1[c:7](=[O:27])[n:8]([CH3:26])[c:9](-[c:20]2[cH:21][cH:22][n:23][cH:24][cH:25]2)[c:10](-[c:12]2[cH:13][cH:14][c:15]([O:18][CH3:19])[cH:16][cH:17]2)[cH:11]1)(=[O:28])=[O:29].[Na+:39].[Na+:40].[O-:41][C:42](=[O:43])[O-:44].[c:30]1([B:36]([OH:37])[OH:38])[cH:31][cH:32][cH:33][cH:34][cH:35]1>>[c:6]1(-[c:30]2[cH:31][cH:32][cH:33][cH:34][cH:35]2)[c:7](=[O:27])[n:8]([CH3:26])[c:9](-[c:20]2[cH:21][cH:22][n:23][cH:24][cH:25]2)[c:10](-[c:12]2[cH:13][cH:14][c:15]([O:18][CH3:19])[cH:16][cH:17]2)[cH:11]1.